From a dataset of the Open Reaction Database (ORD), a public repository of structured organic reaction records. describe an organic reaction: reactants, conditions, products, and yield Reactants: O (water), FC1=CC=C(C=C1)NC(=O)N=[N+]1CC=CC=C1 (N-[[(4-fluorophenyl)carbamoyl]-imino]pyridinium), [BH4-].[Na+] (sodium borohydride), [BH4-].[Na+] (sodium borohydride). Run in C(C)O (ethanol). Reaction conditions: time 16 hour. The product is FC1=CC=C(C=C1)NC(=O)NN1CCC=CC1 (N-[[(4-fluorophenyl)-carbamoyl]amino]-1,2,3,6-tetrahydropyridine). RXN SMILES: [F:1][C:2]1[CH:7]=[CH:6][C:5]([NH:8][C:9]([N:11]=[N+:12]2[CH:17]=[CH:16][CH:15]=[CH:14][CH2:13]2)=[O:10])=[CH:4][CH:3]=1.[BH4-].[Na+].O>C(O)C>[F:1][C:2]1[CH:7]=[CH:6][C:5]([NH:8][C:9]([NH:11][N:12]2[CH2:13][CH:14]=[CH:15][CH2:16][CH2:17]2)=[O:10])=[CH:4][CH:3]=1 |f:1.2|. Procedure: A suspension of N-[[(4-fluorophenyl)carbamoyl]-imino]pyridinium ylide (1.04 g) and sodium borohydride (2.55 g) in ethanol (100 ml) was stirred at ambient temperature for 16 hours. Excess of sodium borohydride was decomposed with water, and the resulting mixture was evaporated. The residue was extracted with chloroform (20 ml×3). The combined organic extract was washed with water, dried over magnesium sulfate and evaporated to give crystalls. Recrystallization from diisopropyl ether gave N-[[(4-f... Starting materials: [Br-], COc1ccc(N)cc1, CC(C)(C)[O-], Cc1ccccc1, [Cl-], [NH4+], [Na+], Cc1ccc(Br)cc1, CC(=C(c1ccccc1)c1ccccc1)P(C1CCCCC1)C1CCCCC1. Product: COc1ccc(Nc2ccc(C)cc2)cc1. As a reaction SMILES: [Br-:9].[CH3:10][O:11][c:12]1[cH:13][cH:14][c:15]([NH2:18])[cH:16][cH:17]1.[CH3:19][C:20]([CH3:21])([O-:22])[CH3:23].[CH3:55][c:56]1[cH:57][cH:58][cH:59][cH:60][cH:61]1.[Cl-:53].[NH4+:54].[Na+:24].[c:1]1([CH3:8])[cH:2][cH:3][c:4]([Br:7])[cH:5][cH:6]1.[c:25]1([C:26]([c:27]2[cH:28][cH:29][cH:30][cH:31][cH:32]2)=[C:33]([P:34]([CH:35]2[CH2:36][CH2:37][CH2:38][CH2:39][CH2:40]2)[CH:41]2[CH2:42][CH2:43][CH2:44][CH2:45][CH2:46]2)[CH3:47])[cH:48][cH:49][cH:50][cH:51][cH:52]1>>[c:1]1([CH3:8])[cH:2][cH:3][c:4]([NH:18][c:15]2[cH:14][cH:13][c:12]([O:11][CH3:10])[cH:17][cH:16]2)[cH:5][cH:6]1. Starting materials: CCOC(=O)c1c(-c2ncccc2F)noc1C, CCO, Cl, [Na+], C1CCOC1, [OH-], O. The product is Cc1onc(-c2ncccc2F)c1C(=O)O. RXN SMILES: [CH2:1]([CH3:2])[O:3][C:4](=[O:5])[c:6]1[c:7](-[c:12]2[n:13][cH:14][cH:15][cH:16][c:17]2[F:18])[n:8][o:9][c:10]1[CH3:11].[CH3:21][CH2:22][OH:23].[ClH:24].[Na+:20].[O:26]1[CH2:27][CH2:28][CH2:29][CH2:30]1.[OH-:19].[OH2:25]>>[O:3]=[C:4]([OH:5])[c:6]1[c:7](-[c:12]2[n:13][cH:14][cH:15][cH:16][c:17]2[F:18])[n:8][o:9][c:10]1[CH3:11]. The reactants are B, CC(C)(Sc1cc(C(C)(C)C)c(O)c(C(C)(C)C)c1)Sc1cc(C(C)(C)C)c(OCCC(O)C(=O)O)c(C(C)(C)C)c1, C1CCOC1. Yields the product CC(C)(Sc1cc(C(C)(C)C)c(O)c(C(C)(C)C)c1)Sc1cc(C(C)(C)C)c(OCCC(O)CO)c(C(C)(C)C)c1. Reaction SMILES: [BH3:43].[C:1]([CH3:2])([CH3:3])([CH3:4])[c:5]1[c:6]([O:7][CH2:8][CH2:9][CH:10]([C:11](=[O:12])[OH:13])[OH:14])[c:15]([C:39]([CH3:40])([CH3:41])[CH3:42])[cH:16][c:17]([S:19][C:20]([CH3:21])([CH3:22])[S:23][c:24]2[cH:25][c:26]([C:35]([CH3:36])([CH3:37])[CH3:38])[c:27]([OH:34])[c:28]([C:30]([CH3:31])([CH3:32])[CH3:33])[cH:29]2)[cH:18]1.[CH2:44]1[O:45][CH2:46][CH2:47][CH2:48]1>>[C:1]([CH3:2])([CH3:3])([CH3:4])[c:5]1[c:6]([O:7][CH2:8][CH2:9][CH:10]([CH2:11][OH:12])[OH:14])[c:15]([C:39]([CH3:40])([CH3:41])[CH3:42])[cH:16][c:17]([S:19][C:20]([CH3:21])([CH3:22])[S:23][c:24]2[cH:25][c:26]([C:35]([CH3:36])([CH3:37])[CH3:38])[c:27]([OH:34])[c:28]([C:30]([CH3:31])([CH3:32])[CH3:33])[cH:29]2)[cH:18]1. The reactants are C1(CC1)COC1=C(C=CC=C1OC)/C=C/C=1N=C2N(C(C1I)=O)C=CS2 (7-{(E)-2-[2-(Cyclopropylmethoxy)-3-methoxyphenyl]vinyl}-6-iodo-5H-[1,3]thiazolo[3,2-a]pyrimidin-5-one), C1(CC1)COC1=C(C=CC=C1OC)/C=C/C=1N=C2N(C(C1)=O)C=C(S2)C (7-{(E)-2-[2-(Cyclopropylmethoxy)-3-methoxyphenyl]vinyl}-2-methyl-5H-[1,3]-thiazolo[3,2-a]pyrimidin-5-one), intermediate, IN1C(CCC1=O)=O (N-iodosuccinimide). Run in C(C)#N (acetonitrile). The product is C1(CC1)COC1=C(C=CC=C1OC)/C=C/C=1N=C2N(C(C1I)=O)C=C(S2)C (7-{(E)-2-[2-(Cyclopropylmethoxy)-3-methoxyphenyl]vinyl}-6-iodo-2-methyl-5H-[1,3]thiazolo[3,2-a]pyrimidin-5-one). Reaction SMILES: [CH:1]1([CH2:4][O:5][C:6]2[C:11]([O:12][CH3:13])=[CH:10][CH:9]=[CH:8][C:7]=2/[CH:14]=[CH:15]/[C:16]2[N:17]=[C:18]3[S:25][C:24]([CH3:26])=[CH:23][N:19]3[C:20](=[O:22])[CH:21]=2)[CH2:3][CH2:2]1.[I:27]N1C(=O)CCC1=O.C1(COC2C(OC)=CC=CC=2/C=C/C2N=C3SC=CN3C(=O)C=2I)CC1>C(#N)C>[CH:1]1([CH2:4][O:5][C:6]2[C:11]([O:12][CH3:13])=[CH:10][CH:9]=[CH:8][C:7]=2/[CH:14]=[CH:15]/[C:16]2[N:17]=[C:18]3[S:25][C:24]([CH3:26])=[CH:23][N:19]3[C:20](=[O:22])[C:21]=2[I:27])[CH2:3][CH2:2]1. Procedure: To a solution of Step 3 intermediate (700 mg, 1.810 mmol) in acetonitrile (10 ml) was added N-iodosuccinimide (641 mg, 2.841 mmol) and reacted according to the procedure described in Step 4, Intermediate 2 to afford 600 mg of the desired compound; 1H NMR (300 MHz, CDCl3) δ 0.31-0.33 (m, 2H), 0.53-0.56 (m, 2H), 1.22 (br s, 1H), 2.43 (s, 3H), 3.76-3.81 (m, 2H), 3.81 (s, 3H), 7.05-7.11 (m, 2H), 7.25-7.28 (m, 1H), 7.51 (d, J=15.6 Hz, 1H), 7.80 (s, 1H), 8.14 (d, J=15.6 Hz, 1H); ESI-MS (m/z) 495.10 (M... Starting materials: S1(=O)(=O)CCCC1 (sulfolane), CC(=O)OCC1=C(N2[C@@H]([C@@H](C2=O)N)SC1)C(=O)O (7-ACA), [Sb](Cl)(Cl)(Cl)(Cl)Cl (antimony pentachloride), [Bi](Cl)(Cl)Cl (bismuth trichloride). Solvent: CO (methanol). Conditions: temperature 50 celsius. Yields the product desired product, NC1[C@@H]2N(C(=C(CS2)COC)C(=O)O)C1=O (7-amino-3-methoxymethyl-3-cephem-4-carboxylic acid). RXN SMILES: S1(CCCC1)(=O)=O.C[C:9]([O:11][CH2:12][C:13]1[CH2:22][S:21][C@@H:16]2[C@H:17]([NH2:20])[C:18](=[O:19])[N:15]2[C:14]=1[C:23]([OH:25])=[O:24])=O.[Sb](Cl)(Cl)(Cl)(Cl)Cl.[Bi](Cl)(Cl)Cl>CO>[NH2:20][CH:17]1[C:18](=[O:19])[N:15]2[C:14]([C:23]([OH:25])=[O:24])=[C:13]([CH2:12][O:11][CH3:9])[CH2:22][S:21][C@H:16]12. Procedure: To 15 ml of sulfolane were added 2.72 g of 7-ACA, 2.3 g of methanol, 2.8 g of antimony pentachloride and 12 g of bismuth trichloride. The mixture was heated at 50° C. for 40 min to advance a reaction. After completion of the reaction, the reaction mixture was cooled to 5° C. The resulting precipitate was filtered off To the filtrate was added 60 ml of water, and then the resulting mixture was stirred homogeneously. To the resulting solution was added 0.5 g of activated carbon, and then the mixtu... The reactants are O=C(O)Cn1cnc2c(NC(=O)OC(c3ccccc3)c3ccccc3)ncnc21, Cl, O=C1CNCCN1S(=O)(=O)c1ccc(F)cc1[N+](=O)[O-]. The product is O=C(Nc1ncnc2c1ncn2CC(=O)N1CCN(S(=O)(=O)c2ccc(F)cc2[N+](=O)[O-])C(=O)C1)OC(c1ccccc1)c1ccccc1. RXN SMILES: [CH:22]([c:23]1[cH:24][cH:25][cH:26][cH:27][cH:28]1)([c:29]1[cH:30][cH:31][cH:32][cH:33][cH:34]1)[O:35][C:36](=[O:37])[NH:38][c:39]1[c:40]2[n:41][cH:42][n:43]([CH2:48][C:49](=[O:50])[OH:51])[c:44]2[n:45][cH:46][n:47]1.[ClH:21].[F:1][c:2]1[cH:3][c:4]([N+:18](=[O:19])[O-:20])[c:5]([S:8](=[O:9])(=[O:10])[N:11]2[C:12](=[O:17])[CH2:13][NH:14][CH2:15][CH2:16]2)[cH:6][cH:7]1>>[F:1][c:2]1[cH:3][c:4]([N+:18](=[O:19])[O-:20])[c:5]([S:8](=[O:9])(=[O:10])[N:11]2[C:12](=[O:17])[CH2:13][N:14]([C:49]([CH2:48][n:43]3[cH:42][n:41][c:40]4[c:39]([NH:38][C:36]([O:35][CH:22]([c:23]5[cH:24][cH:25][cH:26][cH:27][cH:28]5)[c:29]5[cH:30][cH:31][cH:32][cH:33][cH:34]5)=[O:37])[n:47][cH:46][n:45][c:44]43)=[O:50])[CH2:15][CH2:16]2)[cH:6][cH:7]1. The reactants are ClC=1C=CC=C2C(=NNC12)C1=C(C=C(C=C1)OC)C (7-chloro-3-(4-methoxy-2-methylphenyl)-1H-indazole), [H-].[Na+] (sodium hydride), C1(CCCC1)Br (cyclopentyl bromide). The product is ClC=1C=CC=C2C(=NN(C12)C1CCCC1)C1=C(C=C(C=C1)OC)C (7-chloro-1-cyclopentyl-3-(4-methoxy-2-methylphenyl)-1H-indazole). The yield is 50.8%. As a reaction SMILES: [Cl:1][C:2]1[CH:3]=[CH:4][CH:5]=[C:6]2[C:10]=1[NH:9][N:8]=[C:7]2[C:11]1[CH:16]=[CH:15][C:14]([O:17][CH3:18])=[CH:13][C:12]=1[CH3:19].[H-].[Na+].[CH:22]1(Br)[CH2:26][CH2:25][CH2:24][CH2:23]1>>[Cl:1][C:2]1[CH:3]=[CH:4][CH:5]=[C:6]2[C:10]=1[N:9]([CH:22]1[CH2:26][CH2:25][CH2:24][CH2:23]1)[N:8]=[C:7]2[C:11]1[CH:16]=[CH:15][C:14]([O:17][CH3:18])=[CH:13][C:12]=1[CH3:19] |f:1.2|. Procedure details: Prepared according to Method D step B from 7-chloro-3-(4-methoxy-2-methylphenyl)-1H-indazole (0.150 g, 0.52 mmol), sodium hydride (60% in oil, 0.025 g, 1.04 mmol) and cyclopentyl bromide (0.075 mL, 0.7 mmol) to give the title compound (0.090 g) as a white solid. The reactants are S(=O)(=O)([O-])[O-].[Zn+2] (zinc sulfate), 1l, N[C@@H](CC1=CC=CC=C1)C(=O)O (phenylalanine). The product is N[C@@H](CC1=CC=CC=C1)C(=O)[O-].[Zn+2].N[C@@H](CC1=CC=CC=C1)C(=O)[O-] (zinc phenylalaninate). RXN SMILES: S([O-])([O-])(=O)=O.[Zn+2:6].[NH2:7][C@H:8]([C:16]([OH:18])=[O:17])[CH2:9][C:10]1[CH:15]=[CH:14][CH:13]=[CH:12][CH:11]=1>>[NH2:7][C@H:8]([C:16]([O-:18])=[O:17])[CH2:9][C:10]1[CH:15]=[CH:14][CH:13]=[CH:12][CH:11]=1.[Zn+2:6].[NH2:7][C@H:8]([C:16]([O-:18])=[O:17])[CH2:9][C:10]1[CH:15]=[CH:14][CH:13]=[CH:12][CH:11]=1 |f:0.1,3.4.5|. Procedure details: 26.5 g of zinc sulfate (0.17 M) is added to 1l of fermented broth of phenylalanine (27 g/l, 0.16 M) from which the microorganisms have been removed. The mixture is stirred slowly to completely dissolve the zinc sulfate. Ammonia water is gradually added to the dissolved solution to maintain the pH of 7.5 and then zinc phenylalaninate crystals are obtained (crystal wt: 32.4 g, purity: 99.2%).